This data is from the Open Reaction Database (ORD), a public repository of structured organic reaction records. The task is: describe an organic reaction: reactants, conditions, products, and yield Starting materials: C(CCCCCCCC(=O)O)(=O)O (nonanedioic acid), C(C1=CC=CC=C1)O (benzyl alcohol). The reagents and catalysts are C1(=CC=C(C=C1)S(=O)(=O)O)C (p-toluenesulphonic acid). The solvent is C1(=CC=CC=C1)C (toluene). Yields the product C(CCCCCCCC(=O)O)(=O)OCC1=CC=CC=C1 (benzyl hydrogen nonanedioate). Isolated yield 46.7%. RXN SMILES: [C:1]([OH:13])(=[O:12])[CH2:2][CH2:3][CH2:4][CH2:5][CH2:6][CH2:7][CH2:8][C:9]([OH:11])=[O:10].[CH2:14](O)[C:15]1[CH:20]=[CH:19][CH:18]=[CH:17][CH:16]=1>C1(C)C=CC=CC=1.C1(C)C=CC(S(O)(=O)=O)=CC=1>[C:1]([O:13][CH2:14][C:15]1[CH:20]=[CH:19][CH:18]=[CH:17][CH:16]=1)(=[O:12])[CH2:2][CH2:3][CH2:4][CH2:5][CH2:6][CH2:7][CH2:8][C:9]([OH:11])=[O:10]. Procedure details: A stirred mixture of nonanedioic acid (18.8 g; 0.10 mol), benzyl alcohol (10.8 g; 0.10 mol), and p-toluenesulphonic acid (0.2 g) in toluene (200 mL) was refluxed through a Dean-Stark trap overnight. The mixture was cooled to ambient temperature and extracted with 10% aqueous N-methyl-D-glucamine (4×25 mL). The last extract was a milky emulsion. The first three extracts were combined, acidified with 1 M HCl (50 mL), and filtered to give recovered nonanedioic acid (3.8 g). The emulsion was acidifi... Reactants: O=C([O-])[O-], C1CCOC1, CCOC(C)=O, [K+], [K+], N#Cc1ccccc1Oc1ccc2c(c1)C1(COC(N)=N1)c1cc(Br)ccc1O2, c1ccc(P(c2ccccc2)(c2ccccc2)[Pd](P(c2ccccc2)(c2ccccc2)c2ccccc2)(P(c2ccccc2)(c2ccccc2)c2ccccc2)P(c2ccccc2)(c2ccccc2)c2ccccc2)cc1, OB(O)c1cccnc1. The product is N#Cc1ccccc1Oc1ccc2c(c1)C1(COC(N)=N1)c1cc(-c3cccnc3)ccc1O2. As a reaction SMILES: [C:44](=[O:45])([O-:46])[O-:47].[CH2:39]1[O:40][CH2:41][CH2:42][CH2:43]1.[CH3:50][CH2:51][O:52][C:53]([CH3:54])=[O:55].[K+:48].[K+:49].[NH2:1][C:2]1=[N:6][C:5]2([CH2:4][O:3]1)[c:7]1[cH:8][c:9]([O:21][c:22]3[c:23]([C:24]#[N:25])[cH:26][cH:27][cH:28][cH:29]3)[cH:10][cH:11][c:12]1[O:13][c:14]1[cH:15][cH:16][c:17]([Br:20])[cH:18][c:19]12.[cH:56]1[cH:57][cH:58][c:59]([P:60]([Pd:61]([P:62]([c:63]2[cH:64][cH:65][cH:66][cH:67][cH:68]2)([c:69]2[cH:70][cH:71][cH:72][cH:73][cH:74]2)[c:75]2[cH:76][cH:77][cH:78][cH:79][cH:80]2)([P:81]([c:82]2[cH:83][cH:84][cH:85][cH:86][cH:87]2)([c:88]2[cH:89][cH:90][cH:91][cH:92][cH:93]2)[c:94]2[cH:95][cH:96][cH:97][cH:98][cH:99]2)[P:100]([c:101]2[cH:102][cH:103][cH:104][cH:105][cH:106]2)([c:107]2[cH:108][cH:109][cH:110][cH:111][cH:112]2)[c:113]2[cH:114][cH:115][cH:116][cH:117][cH:118]2)([c:119]2[cH:120][cH:121][cH:122][cH:123][cH:124]2)[c:125]2[cH:126][cH:127][cH:128][cH:129][cH:130]2)[cH:131][cH:132]1.[n:30]1[cH:31][c:32]([B:36]([OH:37])[OH:38])[cH:33][cH:34][cH:35]1>>[NH2:1][C:2]1=[N:6][C:5]2([CH2:4][O:3]1)[c:7]1[cH:8][c:9]([O:21][c:22]3[c:23]([C:24]#[N:25])[cH:26][cH:27][cH:28][cH:29]3)[cH:10][cH:11][c:12]1[O:13][c:14]1[cH:15][cH:16][c:17](-[c:32]3[cH:31][n:30][cH:35][cH:34][cH:33]3)[cH:18][c:19]12. Starting materials: ICCC (1-iodopropane), [Na] (sodium), C(C1=CC=CC=C1)OC1=CC=C(CN2C(NC=C2C(=O)OC)=S)C=C1 (1-(4-benzyloxybenzyl)-5-carbomethoxy-2-(3H)-imidazolethione), [Na] (sodium), C(C)O (ethanol). Conditions: time 3 hour. Product: C(C1=CC=CC=C1)OC1=CC=C(CN2C(=NC=C2C(=O)OCC)SCCC)C=C1 (1-(4-benzyloxybenzyl)-2-propylthio-5-carboethoxyimidazole). Reaction SMILES: [Na].[CH2:2]([O:9][C:10]1[CH:26]=[CH:25][C:13]([CH2:14][N:15]2[C:19]([C:20]([O:22][CH3:23])=[O:21])=[CH:18][NH:17][C:16]2=[S:24])=[CH:12][CH:11]=1)[C:3]1[CH:8]=[CH:7][CH:6]=[CH:5][CH:4]=1.I[CH2:28][CH2:29][CH3:30].[CH2:31](O)C>>[CH2:2]([O:9][C:10]1[CH:26]=[CH:25][C:13]([CH2:14][N:15]2[C:19]([C:20]([O:22][CH2:23][CH3:31])=[O:21])=[CH:18][N:17]=[C:16]2[S:24][CH2:28][CH2:29][CH3:30])=[CH:12][CH:11]=1)[C:3]1[CH:4]=[CH:5][CH:6]=[CH:7][CH:8]=1 |^1:0|. Reported procedure: To 60 mL of ethanol at 25° was added portionwise 0.30 g of sodium metal. After the sodium metal has reacted 3.54 g of 1-(4-benzyloxybenzyl)-5-carbomethoxy-2-(3H)-imidazolethione was added followed immediately by 2.24 mL of 1-iodopropane, and the mixture was stirred at 24° for 3 hours. At this point, the solvent was removed in vacuo, and the residue was dissolved in methylene chloride. This solution was washed with water and brine, dried over anhydrous sodium sulfate, filtered, and concentrated t... The reactants are C(C)(C)(C)F (tert-butyl fluoride), CCCCC (n-pentane), CCCCC (n-pentane), C(C)(C)(C)F (tert-butyl fluoride). Yields the product C(C)(C)(C)F.CCCCC (Tert-Butyl Fluoride n-Pentane). RXN SMILES: [C:1]([F:5])([CH3:4])([CH3:3])[CH3:2].[CH3:6][CH2:7][CH2:8][CH2:9][CH3:10]>>[C:1]([F:5])([CH3:4])([CH3:3])[CH3:2].[CH3:6][CH2:7][CH2:8][CH2:9][CH3:10] |f:2.3|. Reported procedure: 500 mL of cold n-pentane kept at 0° C. was poured in a glass graduated cylinder. To the n-pentane was added 2.3 mL of tert-butyl fluoride also kept at 0° C. The resulting solution was thoroughly mixed and analyzed by CAP-GC by the CGSB method for gasoline. The concentration of the tert-butyl fluoride was found to be 0.43 wt %. The solution was kept in the refrigerator at 0° C. Reactants: C(C)OC(CC1=C(C=CC(=C1)O)Cl)=O ((2-Chloro-5-hydroxy-phenyl)-acetic acid ethyl ester), BrC=1C=CC(=C(C=O)C1)F (5-bromo-2-fluorobenzaldehyde), C([O-])([O-])=O.[K+].[K+] (potassium carbonate). The solvent is O1CCOCC1 (1,4-dioxane). Reaction conditions: temperature 110 celsius. Yields the product C(C)OC(CC1=C(C=CC(=C1)OC1=C(C=C(C=C1)Br)C=O)Cl)=O ([5-(4-Bromo-2-formyl-phenoxy)-2-chloro-phenyl]-acetic acid ethyl ester). Isolated yield 32.8%. RXN SMILES: [CH2:1]([O:3][C:4](=[O:14])[CH2:5][C:6]1[CH:11]=[C:10]([OH:12])[CH:9]=[CH:8][C:7]=1[Cl:13])[CH3:2].[Br:15][C:16]1[CH:17]=[CH:18][C:19](F)=[C:20]([CH:23]=1)[CH:21]=[O:22].C(=O)([O-])[O-].[K+].[K+]>O1CCOCC1>[CH2:1]([O:3][C:4](=[O:14])[CH2:5][C:6]1[CH:11]=[C:10]([O:12][C:19]2[CH:18]=[CH:17][C:16]([Br:15])=[CH:23][C:20]=2[CH:21]=[O:22])[CH:9]=[CH:8][C:7]=1[Cl:13])[CH3:2] |f:2.3.4|. Procedure: (2-Chloro-5-hydroxy-phenyl)-acetic acid ethyl ester (0.5 g, 2.3 mmol), 5-bromo-2-fluorobenzaldehyde (0.33 mL, 2.8 mmol), and potassium carbonate (0.5 g, 3.5 mmol) were combined in 1,4-dioxane (30 mL) and heated to 110° C. for 3 days. After work-up, the crude material was purified by silica gel chromatography (0-20% EtOAc in hexanes) to give the desired product (0.3 g). The reactants are Cl.CON (methoxyamine hydrochloride), O (water), C([O-])([O-])=O.[K+].[K+] (potassium carbonate), C(C1=CC=CC=C1)(=O)Cl (benzoyl chloride). The solvent is C(Cl)Cl (methylene chloride). Conditions: temperature 0 celsius, time 8 hour. The product is CON(O)C(C1=CC=CC=C1)=O (N-Methoxy-benzhydroxamic Acid). Reaction SMILES: Cl.[CH3:2][O:3][NH2:4].O.C(=O)([O-])[O-:7].[K+].[K+].[C:12](Cl)(=[O:19])[C:13]1[CH:18]=[CH:17][CH:16]=[CH:15][CH:14]=1>C(Cl)Cl>[CH3:2][O:3][N:4]([C:12](=[O:19])[C:13]1[CH:18]=[CH:17][CH:16]=[CH:15][CH:14]=1)[OH:7] |f:0.1,3.4.5|. Procedure: To a stirred mixture of 0.312 mole methoxyamine hydrochloride in cooled (to about 0° C.) water, 0.312 mole potassium carbonate was added in portions; the temperature of the reaction mixture was maintained at about 0° C. during the addition. To that cool mixture, 0.25 mole benzoyl chloride dissolved in methylene chloride (about 300 ml) was added dropwise over about 0.5 hours. The temperature of the reaction mixture was kept at about 0 to 10° C. for the first hour; the reaction mixture was then al... Reactants: BrC1=CC(=C(C=C1)C=CC(C(=O)O)=O)F (4-(4-bromo-2-fluoro-phenyl)-2-oxo-3-butenoic acid), C(C)(=O)Cl (Acetyl chloride). Solvent: CO (methanol), CO (methanol). Product: COC(C(C=CC1=C(C=C(C=C1)Br)F)=O)=O (4-(4-bromo-2-fluoro-phenyl)-2-oxo-3-butenoic acid methyl ester). Isolated yield 81.5%. As a reaction SMILES: [C:1](Cl)(=O)C.[Br:5][C:6]1[CH:11]=[CH:10][C:9]([CH:12]=[CH:13][C:14](=[O:18])[C:15]([OH:17])=[O:16])=[C:8]([F:19])[CH:7]=1>CO>[CH3:1][O:16][C:15](=[O:17])[C:14](=[O:18])[CH:13]=[CH:12][C:9]1[CH:10]=[CH:11][C:6]([Br:5])=[CH:7][C:8]=1[F:19]. Procedure details: Acetyl chloride (4.8 mL, 68.5 mmol) was slowly added at 0° C. to methanol (28.0 mL) under stirring. A solution of 4-(4-bromo-2-fluoro-phenyl)-2-oxo-3-butenoic acid (5.5 g, 20.1 mmol) prepared in Step 1 in methanol (5.0 mL) was added to the reaction mixture at room temperature. The reaction mixture was stirred at room temperature for 1 hour, additionally at 80° C. for 16 hours, and then filtered at room temperature to give 4.7 g of the titled compound as a yellow solid. The reactants are C(=O)O (HCO2H), C(C)(=O)OC(C)=O (acetic anhydride), C(C1=CC=CC=C1)ONC[C@H](C(=O)O)CCCCC=C ((2R)-2-({N-benzoxy-amino}methyl)-7-octenoic acid). Run in ClCCl (dichloromethane), ClCCl (dichloromethane). Run at temperature 0 celsius, time 1 hour. The product is C(=O)N(OCC1=CC=CC=C1)C[C@H](C(=O)O)CCCCC=C ((2R)-2-({N-formyl-N-benzoxy-amino}methyl)-7-octenoic acid). Reaction SMILES: [CH:1](O)=[O:2].C(OC(=O)C)(=O)C.[CH2:11]([O:18][NH:19][CH2:20][C@@H:21]([CH2:25][CH2:26][CH2:27][CH2:28][CH:29]=[CH2:30])[C:22]([OH:24])=[O:23])[C:12]1[CH:17]=[CH:16][CH:15]=[CH:14][CH:13]=1>ClCCl>[CH:1]([N:19]([CH2:20][C@@H:21]([CH2:25][CH2:26][CH2:27][CH2:28][CH:29]=[CH2:30])[C:22]([OH:24])=[O:23])[O:18][CH2:11][C:12]1[CH:17]=[CH:16][CH:15]=[CH:14][CH:13]=1)=[O:2]. Procedure details: To a cold solution of HCO2H (3.2 mL) and dichloromethane (10 mL) at 0° C. was added acetic anhydride (1.2 mL, 12.9 mmol). The mixture was stirred for 1 hour at 0° C. To the resulting mixture was added slowly a solution of (2R)-2-({N-benzoxy-amino}methyl)-7-octenoic acid (358 mg, 1.29 mmol) in dichloromethane (10 mL). The mixture was stirred at 0° C. for 3 hours. The volatiles were removed by evaporation under vacuum. Dichloromethane (20 mL) was added to it. It was washed with brine (20 mL×2), an... Reactants: N1(CCOCC1)C(=O)N1CC(CC(C1)C1=CC=C(C=C1)OC(F)(F)F)C(=O)O (1-(Morpholin-4-ylcarbonyl)-5-[4-(trifluoromethoxy)phenyl]piperidine-3-carboxylic acid), ON=C(N)C1CC1 (N′-hydroxycyclopropanecarboximidamide). Yields the product C1(CC1)C1=NOC(=N1)C1CN(CC(C1)C1=CC=C(C=C1)OC(F)(F)F)C(=O)N1CCOCC1 ({3-(3-Cyclopropyl-1,2,4-oxadiazol-5-yl)-5-[4-(trifluoromethoxy)phenyl]piperidin-1-yl}-(morpholin-4-yl)methanone). RXN SMILES: [N:1]1([C:7]([N:9]2[CH2:14][CH:13]([C:15]3[CH:20]=[CH:19][C:18]([O:21][C:22]([F:25])([F:24])[F:23])=[CH:17][CH:16]=3)[CH2:12][CH:11]([C:26](O)=[O:27])[CH2:10]2)=[O:8])[CH2:6][CH2:5][O:4][CH2:3][CH2:2]1.O[N:30]=[C:31]([CH:33]1[CH2:35][CH2:34]1)[NH2:32]>>[CH:33]1([C:31]2[N:32]=[C:26]([CH:11]3[CH2:12][CH:13]([C:15]4[CH:20]=[CH:19][C:18]([O:21][C:22]([F:24])([F:25])[F:23])=[CH:17][CH:16]=4)[CH2:14][N:9]([C:7]([N:1]4[CH2:6][CH2:5][O:4][CH2:3][CH2:2]4)=[O:8])[CH2:10]3)[O:27][N:30]=2)[CH2:35][CH2:34]1. Procedure details: 150 mg (0.20 mmol) of 1-(morpholin-4-ylcarbonyl)-5-[4-(trifluoromethoxy)phenyl]piperidine-3-carboxylic acid (Example 44A) and 60 mg (0.56 mmol, 1.5 eq.) of N′-hydroxycyclopropanecarboximidamide were reacted according to the General Method 2. Yield: 104 mg (59% of theory)